Dataset: the Open Reaction Database (ORD), a public repository of structured organic reaction records. Task: describe an organic reaction: reactants, conditions, products, and yield Reactants: C(C=C)C1=C2N(C3=CC=CC=C13)C(C(CC2)=CC=2N=CN(C2C)C(C2=CC=CC=C2)(C2=CC=CC=C2)C2=CC=CC=C2)=O (10-allyl-8,9-dihydro-7-[(5-methyl-1-trityl-1H-imidazol-4-yl)methylene]pyrido[1,2-a]indol-6(7H)-one). Reagents/catalysts: [Zn] (Zinc), [Zn] (zinc). Run in C(C)(=O)O (acetic acid). Conditions: temperature 100 celsius, time 2 hour. The product is C(C=C)C1=C2N(C3=CC=CC=C13)C(C(CC2)CC=2N=CNC2C)=O (10-allyl-8,9-dihydro-7-[(5-methyl-1H-imidazol-4-yl)methyl]pyrido[1,2-a]indol-6(7H)-one). As a reaction SMILES: [CH2:1]([C:4]1[C:12]2[C:7](=[CH:8][CH:9]=[CH:10][CH:11]=2)[N:6]2[C:13](=[O:43])[C:14](=[CH:17][C:18]3[N:19]=[CH:20][N:21](C(C4C=CC=CC=4)(C4C=CC=CC=4)C4C=CC=CC=4)[C:22]=3[CH3:23])[CH2:15][CH2:16][C:5]=12)[CH:2]=[CH2:3]>C(O)(=O)C.[Zn]>[CH2:1]([C:4]1[C:12]2[C:7](=[CH:8][CH:9]=[CH:10][CH:11]=2)[N:6]2[C:13](=[O:43])[CH:14]([CH2:17][C:18]3[N:19]=[CH:20][NH:21][C:22]=3[CH3:23])[CH2:15][CH2:16][C:5]=12)[CH:2]=[CH2:3]. Procedure details: A mixture of 10-allyl-8,9-dihydro-7-[(5-methyl-1-trityl-1H-imidazol-4-yl)methylene]pyrido[1,2-a]indol-6(7H)-one and zinc powder (2.0 g) in acetic acid (30 ml) was stirred vigorously at 100° C. for 2 hours. Zinc powder (1.5 g) was added and the mixture was heated for further 1 hour. After being cooled to room temperature, the insoluble material was filtered and washed with acetic acid. After evaporation of the solvent, the residue was diluted with water and washed twice with toluene. The toluene ... Reactants: CCN=C=NCCCN(C)C.Cl (EDCI HCl), COC=1C=C2C=C(NC2=C(C1OC)OC)C(=O)O (5,6,7-trimethoxyindole-2-carboxylic acid), CN(C)C=O (DMF), C(C)(C)(C)OC(=O)N1CC(C=2C3=C(C(=CC12)[N+](=O)[O-])C=CC=C3)CCl (3-(tert-butyloxycarbonyl)-1-chloromethyl-5-nitro-1,2-dihydro-3H-benz[e]indole). The solvent is Cl (HCl), O (water). Run at temperature 20 celsius, time 2 hour. Product: C1CNC=2C=CC3=C(C12)C=CC=C3 (1,2-dihydro-3H-benz[e]indole). Yield: 196.1%. RXN SMILES: C(OC([N:8]1[C:16]2[CH:15]=[C:14]([N+]([O-])=O)[C:13]3[CH:20]=[CH:21][CH:22]=[CH:23][C:12]=3[C:11]=2[CH:10](CCl)[CH2:9]1)=O)(C)(C)C.CCN=C=NCCCN(C)C.Cl.COC1C=C2C(=C(OC)C=1OC)NC(C(O)=O)=C2.CN(C=O)C>Cl.O>[CH2:10]1[C:11]2[C:12]3[CH:23]=[CH:22][CH:21]=[CH:20][C:13]=3[CH:14]=[CH:15][C:16]=2[NH:8][CH2:9]1 |f:1.2|. Procedure: A solution of 13 (170 mg, 0.47 mmol) in HCl-saturated dioxane (10 mL) was stirred at 20° C. for 2 h, then evaporated under reduced pressure below 30° C. EDCI-HCl (270 mg, 1.41 mmol), 5,6,7-trimethoxyindole-2-carboxylic acid (118 mg, 0.47 mmol) and DMF (2.5 mL) were then added, and the mixture was stirred at 20° C. for 2 h. Addition of water precipitated a crude product, which was recrystallised twice from CH2Cl2 /iPr2O to give 1-chloromethyl-5-nitro-3-[5,6,7-trimethoxyindol-2-yl)carbonyl]-1,2-di... Reactants: NC12CC3CC(CC(C3)C1)C2, COC(=O)c1cc(Cl)ccc1NC(=O)COCC(=O)O. Yields the product COC(=O)c1cc(Cl)ccc1NC(=O)COCC(=O)NC12CC3CC(CC(C3)C1)C2. Reaction SMILES: [C:21]12([NH2:31])[CH2:22][CH:23]3[CH2:24][CH:25]([CH2:26][CH:27]([CH2:28]1)[CH2:29]3)[CH2:30]2.[Cl:1][c:2]1[cH:3][c:4]([C:17](=[O:18])[O:19][CH3:20])[c:5]([NH:8][C:9]([CH2:10][O:11][CH2:12][C:13](=[O:14])[OH:15])=[O:16])[cH:6][cH:7]1>>[Cl:1][c:2]1[cH:3][c:4]([C:17](=[O:18])[O:19][CH3:20])[c:5]([NH:8][C:9]([CH2:10][O:11][CH2:12][C:13](=[O:15])[NH:31][C:21]23[CH2:22][CH:23]4[CH2:24][CH:25]([CH2:26][CH:27]([CH2:28]2)[CH2:29]4)[CH2:30]3)=[O:16])[cH:6][cH:7]1. Reactants: percetic acid, C(C)(=O)[O-].[Na+] (sodium acetate), C(C)(=O)[O-].[Na+] (sodium acetate), CC1=C(C(CCC1)(C)C)C(C=CC)O (2,6,6-trimethyl-1-[1-hydroxy-2-butenyl]-1-cyclohexene), C(Cl)Cl (CH2Cl2). The solvent is O (water). Product: CC12C(C(CCC1)(C)C)(O2)C(\C=C\C)O (Trans-2,6,6-trimethyl-1-[1-hydroxy-2-butenyl]-1,2-epoxycyclohexane). As a reaction SMILES: C([O-])(=[O:3])C.[Na+].[CH3:6][C:7]1[CH2:12][CH2:11][CH2:10][C:9]([CH3:14])([CH3:13])[C:8]=1[CH:15]([OH:19])[CH:16]=[CH:17][CH3:18].C(Cl)Cl>O>[CH3:6][C:7]12[O:3][C:8]1([CH:15]([OH:19])/[CH:16]=[CH:17]/[CH3:18])[C:9]([CH3:13])([CH3:14])[CH2:10][CH2:11][CH2:12]2 |f:0.1|. Reported procedure: 21 g. of 40 % percetic acid and 0.6 g. of sodium acetate were added under nitrogen to a suspension of 2,6,6-trimethyl-1-[1-hydroxy-2-butenyl]-1-cyclohexene (19.4 g.) and 12 g. of sodium acetate in 35 ml. of CH2Cl2 at 20°. The reaction mixture was left 2 more hours with stirring and it was then poured into 250 ml. of water. Starting materials: BrB(Br)Br, COc1cccc(C2CCCCC2N2CCCC2)c1, ClCCl, O. Yields the product Oc1cccc(C2CCCCC2N2CCCC2)c1. As a reaction SMILES: [B:20]([Br:21])([Br:22])[Br:23].[CH3:1][O:2][c:3]1[cH:4][c:5]([CH:9]2[CH:10]([N:15]3[CH2:16][CH2:17][CH2:18][CH2:19]3)[CH2:11][CH2:12][CH2:13][CH2:14]2)[cH:6][cH:7][cH:8]1.[Cl:25][CH2:26][Cl:27].[OH2:24]>>[OH:2][c:3]1[cH:4][c:5]([CH:9]2[CH:10]([N:15]3[CH2:16][CH2:17][CH2:18][CH2:19]3)[CH2:11][CH2:12][CH2:13][CH2:14]2)[cH:6][cH:7][cH:8]1. Run at temperature -78 celsius, time 2 hour. Product: ClC1=CN(C2=CC(=CC=C12)CO)S(=O)(=O)C1(CC=CC=C1)C ([3-Chloro-1-(toluene-1-sulfonyl)-1H-indol-6-yl]-methanol). Starting materials: COC(=O)C1=CC=C2C(=CN(C2=C1)S(=O)(=O)C1=CC=C(C=C1)C)Cl (3-chloro-1-(toluene-4-sulfonyl)-1H-Indole-6-carboxylic acid methyl ester), CC(C)C[AlH]CC(C)C (DIBAL), solution. Procedure details: To a solution of 3-chloro-1-(toluene-4-sulfonyl)-1H-Indole-6-carboxylic acid methyl ester (3.10 g, 8.53 mmol) in 50 mL of toluene at −78° C. is added DIBAL (13.8 mL of a 1.5M solution in toluene, 20.8 mmol) dropwise. The mixture is stirred at −78° C. for 2 h, then warmed to room temperature and stirred for 2 hours. The reaction mixture is quenched by the addition of MeOH and washed with saturated disodium tartrate solution. The aqueuos layer is extracted with Et2O. The combined organics are wash... RXN SMILES: C[O:2][C:3]([C:5]1[CH:13]=[C:12]2[C:8]([C:9]([Cl:24])=[CH:10][N:11]2[S:14]([C:17]2[CH:22]=[CH:21][C:20](C)=[CH:19][CH:18]=2)(=[O:16])=[O:15])=[CH:7][CH:6]=1)=O.[CH3:25]C(C[AlH]CC(C)C)C>C1(C)C=CC=CC=1>[Cl:24][C:9]1[C:8]2[C:12](=[CH:13][C:5]([CH2:3][OH:2])=[CH:6][CH:7]=2)[N:11]([S:14]([C:17]2([CH3:25])[CH:22]=[CH:21][CH:20]=[CH:19][CH2:18]2)(=[O:15])=[O:16])[CH:10]=1. Solvent: C1(=CC=CC=C1)C (toluene), C1(=CC=CC=C1)C (toluene). Starting materials: ClCC#CCO (4-chloro-but-2-yn-1-ol), O1CCCC=C1 (3,4-dihydro-2H-pyran), C1(=CC=C(C=C1)S(=O)(=O)[O-])C.[NH+]1=CC=CC=C1 (pyridinium p-toluenesulfonate). Solvent: ClCCl (dichloromethane), O (water). Yields the product ClCC#CCOC1OCCCC1 (2-(4-Chloro-but-2-ynyloxy)-tetrahydro-pyran). Isolated yield 97.5%. Reaction SMILES: [Cl:1][CH2:2][C:3]#[C:4][CH2:5][OH:6].[O:7]1[CH:12]=[CH:11][CH2:10][CH2:9][CH2:8]1.C1(C)C=CC(S([O-])(=O)=O)=CC=1.[NH+]1C=CC=CC=1>ClCCl.O>[Cl:1][CH2:2][C:3]#[C:4][CH2:5][O:6][CH:8]1[CH2:9][CH2:10][CH2:11][CH2:12][O:7]1 |f:2.3|. Procedure details: A solution of 4-chloro-but-2-yn-1-ol (2.16 g, 20.66 mmol), 3,4-dihydro-2H-pyran (2.83 mL, 30.99 mmol, 1.5 eq), and pyridinium p-toluenesulfonate (528.0 mg, 0.21 mmol, 0.10 eq) in anhydrous dichloromethane (50 mL) was stirred at room temperature under N2 for 17 h. The reaction mixture was diluted with water (100 mL) and extracted with EtOAc (2×150 mL). The combined organic layers were washed with brine, dried (Na2SO4), filtered and evaporated in vacuo to give 3.80 g (97.4%) of the desired product... Reactants: CC1=C(C=C(C=C1)C)[N+](=O)[O-] (2,5-Dimethylnitrobenzene), CO (methanol). The reagents and catalysts are [Pd] (palladium on carbon). Solvent: S(O)(O)(=O)=O (sulfuric acid). Product: COC1=CC(=C(N)C=C1C)C (4-Methoxy-2,5-dimethylaniline). Yield: 66.0%. Reaction SMILES: [CH3:1][C:2]1[CH:7]=[CH:6][C:5]([CH3:8])=[CH:4][C:3]=1[N+:9]([O-])=O.[CH3:12][OH:13]>S(=O)(=O)(O)O.[Pd]>[CH3:12][O:13][C:6]1[C:5]([CH3:8])=[CH:4][C:3]([NH2:9])=[C:2]([CH3:1])[CH:7]=1. Procedure: 2,5-Dimethylnitrobenzene, (46.8 ml, 0.35 mol) was dissolved in sulfuric acid (47.1 ml)/methanol (650 ml) and then 5% palladium on carbon (50% hydrate, 0.35 g) was added. The mixture was allowed to react for 3 hours under hydrogen atmosphere at the pressure of 5 atms at 40° C. After cooling, the catalyst was removed, and methanol was removed under reduced pressure. The residue was poured into a 25% aqueous ammonia solution with cooling on ice, and extracted with toluene. The extract was washed wi...